This data is from the Open Reaction Database (ORD), a public repository of structured organic reaction records. The task is: describe an organic reaction: reactants, conditions, products, and yield Starting materials: Cl, OC(O)(C(Oc1ccc2c(cnn2-c2ccc(F)cc2)c1)c1ccccc1)C(F)(F)F, NO, c1ccncc1. Reaction SMILES: [ClH:32].[F:1][C:2]([C:3]([CH:4]([c:5]1[cH:6][cH:7][cH:8][cH:9][cH:10]1)[O:11][c:12]1[cH:13][c:14]2[cH:15][n:16][n:17](-[c:21]3[cH:22][cH:23][c:24]([F:27])[cH:25][cH:26]3)[c:18]2[cH:19][cH:20]1)([OH:28])[OH:29])([F:30])[F:31].[NH2:33][OH:34].[cH:35]1[cH:36][cH:37][n:38][cH:39][cH:40]1>>[F:1][C:2]([C:3]([CH:4]([c:5]1[cH:6][cH:7][cH:8][cH:9][cH:10]1)[O:11][c:12]1[cH:13][c:14]2[cH:15][n:16][n:17](-[c:21]3[cH:22][cH:23][c:24]([F:27])[cH:25][cH:26]3)[c:18]2[cH:19][cH:20]1)=[N:33][OH:34])([F:30])[F:31]. Product: ON=C(C(Oc1ccc2c(cnn2-c2ccc(F)cc2)c1)c1ccccc1)C(F)(F)F. The reactants are C(C)(C)(C)OC(NC(C)C(NC1=NC(=CC(=C1)Cl)NC(=O)C1=NC=CC=C1)=O)=O (tert-butyl-N-(1-{[4-chloro-6-(pyridine-2-amido)pyridin-2-yl]carbamoyl}ethyl)carbamate), C(=O)(C(F)(F)F)O (TFA). Run in C(Cl)Cl (DCM), C(Cl)Cl (DCM). Product: NC(C(=O)NC1=CC(=CC(=N1)NC(=O)C1=NC=CC=C1)Cl)C (N-[6-(2-aminopropanamido)-4-chloropyridin-2-yl]pyridine-2-carboxamide). As a reaction SMILES: C(OC(=O)[NH:7][CH:8]([C:10](=[O:28])[NH:11][C:12]1[CH:17]=[C:16]([Cl:18])[CH:15]=[C:14]([NH:19][C:20]([C:22]2[CH:27]=[CH:26][CH:25]=[CH:24][N:23]=2)=[O:21])[N:13]=1)[CH3:9])(C)(C)C.C(O)(C(F)(F)F)=O>C(Cl)Cl>[NH2:7][CH:8]([CH3:9])[C:10]([NH:11][C:12]1[N:13]=[C:14]([NH:19][C:20]([C:22]2[CH:27]=[CH:26][CH:25]=[CH:24][N:23]=2)=[O:21])[CH:15]=[C:16]([Cl:18])[CH:17]=1)=[O:28]. Procedure: tert-butyl-N-(1-{[4-chloro-6-(pyridine-2-amido)pyridin-2-yl]carbamoyl}ethyl)carbamate K56 (27 mg, 64 μmol) in DCM:TFA=9:1 (3 ml) is stirred at RT for 2 h. The mixture is diluted with DCM and extracted with a saturated aqueous sodium hydrogencarbonate solution. The combined organic layers are dried over MgSO4 and concentrated in vacuo. The product is purified by RP HPLC. Yield: 12 mg (58%). HPLC-MS: M+H=320; tR=1.57 min (METHOD—1). Reactants: C[C@@H]1CC[C@H](CC1)NC(C=CC1=CC(=C(C=C1)OCCCl)OC)=O (N-(trans-4-methylcyclohexyl)-4-(2-chloroethoxy)-3-methoxycinnamamide), N1CCOCC1 (morpholine). Yields the product C[C@@H]1CC[C@H](CC1)NC(C=CC1=CC(=C(C=C1)OCCN1CCOCC1)OC)=O (N-(trans-4-methylcyclohexyl)-4-(2-morpholinoethoxy)-3-methoxycinnamamide). As a reaction SMILES: [CH3:1][C@H:2]1[CH2:7][CH2:6][C@H:5]([NH:8][C:9](=[O:24])[CH:10]=[CH:11][C:12]2[CH:17]=[CH:16][C:15]([O:18][CH2:19][CH2:20]Cl)=[C:14]([O:22][CH3:23])[CH:13]=2)[CH2:4][CH2:3]1.[NH:25]1[CH2:30][CH2:29][O:28][CH2:27][CH2:26]1>>[CH3:1][C@H:2]1[CH2:7][CH2:6][C@H:5]([NH:8][C:9](=[O:24])[CH:10]=[CH:11][C:12]2[CH:17]=[CH:16][C:15]([O:18][CH2:19][CH2:20][N:25]3[CH2:30][CH2:29][O:28][CH2:27][CH2:26]3)=[C:14]([O:22][CH3:23])[CH:13]=2)[CH2:4][CH2:3]1. Procedure: Using 3.9 g of N-(trans-4-methylcyclohexyl)-4-(2-chloroethoxy)-3-methoxycinnamamide (Example 138) and 19 ml of morpholine, a reaction similar to that conducted in Example 142 was carried out. As a result, 3.19 g of N-(trans-4-methylcyclohexyl)-4-(2-morpholinoethoxy)-3-methoxycinnamamide (a compound of the present invention) was obtained as white crystal, which had the following physiochemical properties: Reactants: ClC=1C=C(C(=O)NN)C=CC1O (3-chloro-4-hydroxybenzoic acid hydrazide), [I-].[K+] (potassium iodide), C1NCCC2=CC=CC=C12 (1,2,3,4-tetrahydro-isoquinoline), BrCCOC1=CC=C(C2=C(C=CC=C12)OC)C=O (4-(2-bromoethoxy)-8-methoxynaphthalene-1-carbaldehyde), C(OCC)(OCC)OCC (triethyl orthoformate). Solvent: CN(C)C=O (DMF). Conditions: time 16 hour. The product is C1N(CCC2=CC=CC=C12)CCOC1=CC=C(C2=C(C=CC=C12)OC)C=NNC(C1=CC(=C(C=C1)O)Cl)=O (3-Chloro-4-hydroxy-benzoic Acid {4-[2-(1,2,3,4-Tetrahydro-isoquinolin-2-yl)-ethoxy]-8-methoxy-naphthalen-1-ylmethylene}-hydrazide). Reaction SMILES: [Cl:1][C:2]1[CH:3]=[C:4]([CH:9]=[CH:10][C:11]=1[OH:12])[C:5]([NH:7][NH2:8])=[O:6].Br[CH2:14][CH2:15][O:16][C:17]1[C:26]2[C:21](=[C:22]([O:27][CH3:28])[CH:23]=[CH:24][CH:25]=2)[C:20]([CH:29]=O)=[CH:19][CH:18]=1.C(OCC)(OCC)OCC.[I-].[K+].[CH2:43]1[C:52]2[C:47](=[CH:48][CH:49]=[CH:50][CH:51]=2)[CH2:46][CH2:45][NH:44]1>CN(C=O)C>[CH2:43]1[C:52]2[C:47](=[CH:48][CH:49]=[CH:50][CH:51]=2)[CH2:46][CH2:45][N:44]1[CH2:14][CH2:15][O:16][C:17]1[C:26]2[C:21](=[C:22]([O:27][CH3:28])[CH:23]=[CH:24][CH:25]=2)[C:20]([CH:29]=[N:8][NH:7][C:5](=[O:6])[C:4]2[CH:9]=[CH:10][C:11]([OH:12])=[C:2]([Cl:1])[CH:3]=2)=[CH:19][CH:18]=1 |f:3.4|. Procedure: The above resin bound 3-chloro-4-hydroxybenzoic acid hydrazide (2 g, 1.8 mmol) was swelled in DMF (25 mL) for 30 minutes and the above 4-(2-bromoethoxy)-8-methoxynaphthalene-1-carbaldehyde (1.7 g, 5.4 mmol) was added followed by triethyl orthoformate (1.2 mL) and the resulting mixture was shaken at room temperature for 16 hours. The mixture was filtered and the resin was successively washed with DMF (3×25 mL), dichloromethane (4×25 mL) and N-methyl pyrrolidin-2-one (NMP) (2×25 mL). NMP (25 mL) w... Starting materials: N1=CC(=CC=C1)CCCO (3-(3-pyridyl)-1 -propanol), C(C)(C)N=C=NC(C)C (diisopropylcarbodiimide), C12(C(=O)CC(CC1)C2(C)C)CS(=O)(=O)O (camphorsulfonic acid), CN(C)C1=NC=CC=C1 (dimethylaminopyridine), N1C(CC1)C(=O)O (azetidine-2-carboxylic acid). The solvent is ClCCl (dichloromethane). Reaction conditions: time 15 hour. Product: N1=CC(=CC=C1)CCCOC(=O)[C@H]1N(CC1)C(=O)C1=NN(C(=C1)C)C ((2S)-[3-(3-Pyridyl)-1-propyl]-1-[(1,5-dimethylpyrazol-3-yl)carbonyl]azetidine-2-carboxylate). Yield: 279.8%. As a reaction SMILES: [NH:1]1[CH2:4][CH2:3][CH:2]1[C:5]([OH:7])=[O:6].[N:8]1[CH:13]=[CH:12][CH:11]=[C:10]([CH2:14][CH2:15][CH2:16]O)[CH:9]=1.C(N=[C:22]=[N:23][CH:24]([CH3:26])[CH3:25])(C)C.[C:27]12(CS(O)(=O)=O)C(C)(C)C(CC1)C[C:28]2=[O:29].C[N:43](C1C=CC=CN=1)C>ClCCl>[N:8]1[CH:13]=[CH:12][CH:11]=[C:10]([CH2:14][CH2:15][CH2:16][O:6][C:5]([C@@H:2]2[CH2:3][CH2:4][N:1]2[C:28]([C:27]2[CH:26]=[C:24]([CH3:25])[N:23]([CH3:22])[N:43]=2)=[O:29])=[O:7])[CH:9]=1. Reported procedure: (2S)-1-(1,5-dimethylpyrazol-3-yl)carbonyl]azetidine-2-carboxylic acid (129.6 mg, 0.58 mmol, 1.0 eq) was dissolved in dry dichloromethane (10 mL), to which was added 3-(3-pyridyl)-1 -propanol (80 μL, 0.62 mmol, 1.07 eq), diisopropylcarbodiimide (140 μL, 0.89 mmol, 1.53 eq), camphorsulfonic acid (46.3 mg, 0.2 mmol, 0.34 eq) and dimethylaminopyridine (29.2 mg, 0.24 mmol, 0.48 eq) in that order. The mixture was stirred at about room temperature for about 15 hours under argon. The solid was filtered ... RXN SMILES: C[C:2]1[O:3][C:4]([CH:7]=O)=[CH:5][CH:6]=1.Cl.[NH2:10][N:11]1[CH2:15][CH2:14][NH:13][C:12]1=[O:16].[OH-].[Na+]>O>[CH3:7][C:4]1[O:3][C:2](=[N:10][N:11]2[CH2:15][CH2:14][NH:13][C:12]2=[O:16])[CH2:6][CH:5]=1 |f:1.2,3.4|. The solvent is O (water). Product: CC1=CCC(O1)=NN1C(NCC1)=O (1-(5-methylfurylideneamino)-2-oxo-imidazolidine). Run at time 8 hour. Procedure: 98.3 pts. by wt. of 2-methylfuran-5-aldehyde ar added to a solution of 1-amino-2-oxo-imidazolidine hydrochloride in 1,000 pts. by vol. of water which has been brought to pH 4.5 with sodium hydroxide solution and the mixture is stirred overnight. The precipitae is filtered off, washed with water and recrystallised from ethanol. 126 pts. by wt. of 1-(5-methylfurylideneamino)-2-oxo-imidazolidine of melting point 194°-6° C. are obtained. Reactants: CC=1OC(=CC1)C=O (2-methylfuran-5-aldehyde), Cl.NN1C(NCC1)=O (1-amino-2-oxo-imidazolidine hydrochloride), [OH-].[Na+] (sodium hydroxide).